The task is: describe an organic reaction: reactants, conditions, products, and yield. This data is from the Open Reaction Database (ORD), a public repository of structured organic reaction records. Starting materials: COC(C)OC1=C(C=CC=C1)O (o-(1-methoxyethoxy)-phenol), COC=C (vinyl methyl ether). Yields the product C=1(O)C(O)=CC=CC1.COC(C)OC(C)OC (pyrocatechol bis-[(1-methoxy)-ethyl]-ether). Reaction SMILES: [CH3:1][O:2][CH:3]([O:5][C:6]1[CH:11]=[CH:10][CH:9]=[CH:8][C:7]=1[OH:12])[CH3:4].[CH3:13][O:14][CH:15]=[CH2:16]>>[C:6]1([C:7](=[CH:8][CH:9]=[CH:10][CH:11]=1)[OH:12])[OH:5].[CH3:13][O:14][CH:15]([O:5][CH:3]([O:2][CH3:1])[CH3:4])[CH3:16] |f:2.3|. Procedure: The reaction described under (a) is repeated but with twice the amount (128 parts by weight) of vinyl methyl ether. 122 parts by weight of a colorless oil is obtained having a boiling point of 99° to 105° C. at 0.5 mm. Reactants: CCCCCCCOc1ccc(CCC(C)(NC(=O)OC(C)(C)C)C(=O)O)cc1, ClCCl, O=C(O)C(F)(F)F. The product is CCCCCCCOc1ccc(CCC(C)(N)C(=O)O)cc1. As a reaction SMILES: [C:1]([O:2][C:3](=[O:4])[NH:8][C:9]([C:10](=[O:11])[OH:12])([CH2:13][CH2:14][c:15]1[cH:16][cH:17][c:18]([O:21][CH2:22][CH2:23][CH2:24][CH2:25][CH2:26][CH2:27][CH3:28])[cH:19][cH:20]1)[CH3:29])([CH3:5])([CH3:6])[CH3:7].[Cl:37][CH2:38][Cl:39].[OH:30][C:31]([C:32]([F:33])([F:34])[F:35])=[O:36]>>[NH2:8][C:9]([C:10](=[O:11])[OH:12])([CH2:13][CH2:14][c:15]1[cH:16][cH:17][c:18]([O:21][CH2:22][CH2:23][CH2:24][CH2:25][CH2:26][CH2:27][CH3:28])[cH:19][cH:20]1)[CH3:29]. Starting materials: CC(C(=O)NC=1C=C2C(=NC=NC2=CC1)NC=C(C(=O)OC)C(=O)OC)C(CC)C (dimethyl [[6-(2,3-dimethylpentanamido)-4-quinazolinylamino]methylene]propanedioate). The solvent is C1(=CC=CC=C1)OC1=CC=CC=C1 (diphenyl ether). Run at temperature 255 celsius, time 15 minute. Product: O=C1C(=CN=C2N1C=NC=1C=CC(=CC21)NC(C(C(CC)C)C)=O)C(=O)OC (methyl 4-oxo-10-(2,3-dimethylpentanamido)-4H-pyrimido[1,2-C]quinazoline-3-carboxylate). The yield is 7.5%. As a reaction SMILES: [CH3:1][CH:2]([CH:27]([CH3:30])[CH2:28][CH3:29])[C:3]([NH:5][C:6]1[CH:7]=[C:8]2[C:13](=[CH:14][CH:15]=1)[N:12]=[CH:11][N:10]=[C:9]2[NH:16][CH:17]=[C:18]([C:23]([O:25][CH3:26])=[O:24])[C:19](OC)=[O:20])=[O:4]>C1(OC2C=CC=CC=2)C=CC=CC=1>[O:20]=[C:19]1[N:10]2[CH:11]=[N:12][C:13]3[CH:14]=[CH:15][C:6]([NH:5][C:3](=[O:4])[CH:2]([CH3:1])[CH:27]([CH3:30])[CH2:28][CH3:29])=[CH:7][C:8]=3[C:9]2=[N:16][CH:17]=[C:18]1[C:23]([O:25][CH3:26])=[O:24]. Procedure details: A mixture of dimethyl [[6-(2,3-dimethylpentanamido)-4-quinazolinylamino]methylene]propanedioate (5.75 g) in diphenyl ether (28 ml) was stirred at 255° C. for 15 minutes and cooled to ambient temperature. The resulting solid was collected by filtration, washed with hexane, and dried. The crude crystals were chromatographed on silica gel with 4% methanol-chloroform. The product was recrystallized from a mixture of methanol and chloroform. There was obtained methyl 4-oxo-10-(2,3-dimethylpentanamido... Reactants: BrC1=CC=C(C=C1)O (4-bromophenol), BrC[C@H](CCl)C ((2S)-1-bromo-3-chloro-2-methylpropane). Product: ClC[C@@H](COC1=CC=C(C=C1)Br)C (4-BROMOPHENYL (2R)-3-CHLORO-2-METHYLPROPYL ETHER). RXN SMILES: [Br:1][C:2]1[CH:7]=[CH:6][C:5]([OH:8])=[CH:4][CH:3]=1.Br[CH2:10][C@@H:11]([CH3:14])[CH2:12][Cl:13]>>[Cl:13][CH2:12][C@H:11]([CH3:14])[CH2:10][O:8][C:5]1[CH:6]=[CH:7][C:2]([Br:1])=[CH:3][CH:4]=1. Procedure: Prepared by Procedure U and Scheme AK using 4-bromophenol and (2S)-1-bromo-3-chloro-2-methylpropane.